describe an organic reaction: reactants, conditions, products, and yield From a dataset of the Open Reaction Database (ORD), a public repository of structured organic reaction records. As a reaction SMILES: [C:18]([CH:19]=[P:20]([CH2:21][CH2:22][CH2:23][CH3:24])([CH2:25][CH2:26][CH2:27][CH3:28])[CH2:29][CH2:30][CH2:31][CH3:32])#[N:33].[CH3:34][N:35]([CH2:36][CH2:37][CH2:38][OH:39])[CH3:40].[CH3:41][c:42]1[cH:43][cH:44][cH:45][cH:46][cH:47]1.[Cl:1][c:2]1[cH:3][cH:4][c:5]([S:8](=[O:9])(=[O:10])[CH2:11][c:12]2[cH:13][cH:14][n:15][cH:16][cH:17]2)[cH:6][cH:7]1>>[Cl:1][c:2]1[cH:3][cH:4][c:5]([S:8](=[O:9])(=[O:10])[CH:11]([c:12]2[cH:13][cH:14][n:15][cH:16][cH:17]2)[CH2:38][CH2:37][CH2:36][N:35]([CH3:34])[CH3:40])[cH:6][cH:7]1. The reactants are CCCCP(=CC#N)(CCCC)CCCC, CN(C)CCCO, Cc1ccccc1, O=S(=O)(Cc1ccncc1)c1ccc(Cl)cc1. Yields the product CN(C)CCCC(c1ccncc1)S(=O)(=O)c1ccc(Cl)cc1. Reactants: CCNc1cc(C(F)(F)F)ccc1C=O, COC(=O)C=P(c1ccccc1)(c1ccccc1)c1ccccc1. The product is CCNc1cc(C(F)(F)F)ccc1C=CC(=O)OC. RXN SMILES: [CH2:1]([CH3:2])[NH:3][c:4]1[c:5]([CH:6]=[O:7])[cH:8][cH:9][c:10]([C:12]([F:13])([F:14])[F:15])[cH:11]1.[c:16]1([P:17]([c:18]2[cH:19][cH:20][cH:21][cH:22][cH:23]2)([c:24]2[cH:25][cH:26][cH:27][cH:28][cH:29]2)=[CH:35][C:36](=[O:37])[O:38][CH3:39])[cH:30][cH:31][cH:32][cH:33][cH:34]1>>[CH2:1]([CH3:2])[NH:3][c:4]1[c:5]([CH:6]=[CH:35][C:36](=[O:37])[O:38][CH3:39])[cH:8][cH:9][c:10]([C:12]([F:13])([F:14])[F:15])[cH:11]1. Starting materials: Cc1cccc(C)c1CCl, CCOC(C)=O, CN(C)C=O, COc1c(O)cccc1C=O. The product is COc1c(C=O)cccc1OCc1c(C)cccc1C. Reaction SMILES: [CH3:12][c:13]1[c:14]([CH2:15][Cl:16])[c:17]([CH3:21])[cH:18][cH:19][cH:20]1.[CH3:27][CH2:28][O:29][C:30]([CH3:31])=[O:32].[O:22]=[CH:23][N:24]([CH3:25])[CH3:26].[OH:1][c:2]1[c:3]([O:10][CH3:11])[c:4]([CH:5]=[O:6])[cH:7][cH:8][cH:9]1>>[O:1]([c:2]1[c:3]([O:10][CH3:11])[c:4]([CH:5]=[O:6])[cH:7][cH:8][cH:9]1)[CH2:15][c:14]1[c:13]([CH3:12])[cH:20][cH:19][cH:18][c:17]1[CH3:21]. Starting materials: [H-].[Na+] (sodium hydride), C1(CC1)N1C=C(C(C2=CC(=C(C=C12)F)F)=O)C(=O)OCC (ethyl 1-cyclopropyl-6,7-difluoro-1,4-dihydro-4-oxoquinoline-3-carboxylate), C(C)(C)(C)OC(=O)N1CC(CC1)O (1-t-butoxycarbonyl-3-hydroxypyrrolidine), C1CCC2=NCCCN2CC1 (DBU), resultant mixture. Solvent: CN(C)C=O (DMF). Reaction conditions: time 11 hour. Yields the product C(C)(C)(C)OC(=O)N1CC(CC1)OC1=C(C=C2C(C(=CN(C2=C1)C1CC1)C(=O)OCC)=O)F (ethyl 7-(1-t-butoxycarbonyl-3-pyrrolidinyloxy)-1-cyclopropyl-6-fluoro1,4-dihydro-4-oxoquinoline-3-carboxylate). The yield is 40.5%. RXN SMILES: [CH:1]1([N:4]2[C:13]3[C:8](=[CH:9][C:10]([F:15])=[C:11](F)[CH:12]=3)[C:7](=[O:16])[C:6]([C:17]([O:19][CH2:20][CH3:21])=[O:18])=[CH:5]2)[CH2:3][CH2:2]1.[C:22]([O:26][C:27]([N:29]1[CH2:33][CH2:32][CH:31]([OH:34])[CH2:30]1)=[O:28])([CH3:25])([CH3:24])[CH3:23].C1CCN2C(=NCCC2)CC1.[H-].[Na+]>CN(C=O)C>[C:22]([O:26][C:27]([N:29]1[CH2:33][CH2:32][CH:31]([O:34][C:11]2[CH:12]=[C:13]3[C:8]([C:7](=[O:16])[C:6]([C:17]([O:19][CH2:20][CH3:21])=[O:18])=[CH:5][N:4]3[CH:1]3[CH2:3][CH2:2]3)=[CH:9][C:10]=2[F:15])[CH2:30]1)=[O:28])([CH3:25])([CH3:23])[CH3:24] |f:3.4|. Procedure details: To a mixture of 220 mg of ethyl 1-cyclopropyl-6,7-difluoro-1,4-dihydro-4-oxoquinoline-3-carboxylate, 280 mg of 1-t-butoxycarbonyl-3-hydroxypyrrolidine, 170 mg of DBU and 5 ml of DMF was added 65 mg of 55% sodium hydride while the former was stirred at room temperature. The resultant mixture was stirred for 2 hours at room temperature and then at 45° C. for 11 hours. The reaction mixture was concentrated to dryness under reduced pressure. Chloroform was added to the residue to dissolve the latter... Reactants: COc1cc(ccc1C=O)[N+]([O-])=O, CC1=CN=C(C=C1)N, [C-]#[N+]C1CCCCC1. The reagents and catalysts are O=C(O)C(F)(F)F (trifluoroacetic acid). Solvent: CC(C)O (isopropyl alcohol), CC(C)O (isopropylalcohol). Conditions: temperature 22 celsius, time 20 hour. Yields the product Cc1ccc2nc(c3ccc(cc3OC)[N+]([O-])=O)c(NC3CCCCC3)n2c1. Yield: 0.0%. Reaction SMILES: CC1=CC=C(N)N=C1.[C-]#[N+]C1CCCCC1.COC1=C(C=O)C=CC(=C1)N(=O)=O>>COC1=C(C=CC(=C1)N(=O)=O)C1=C(NC2CCCCC2)N2C=C(C)C=CC2=N1. The reactants are CC1=C(C=C2C3=C(CCC4=C2C=CC=C4)C=CC=C3)C=CC=C1 (5-(2-methyl-benzylidene)-10,11-dihydro-5H-dibenzo [a,d]cycloheptene), C(C)(=O)OCC (ethyl acetate), [H][H] (hydrogen). Reagents/catalysts: [Pd] (Pd/C). Run in C(C)O (ethanol). Reaction conditions: time 17 hour. The product is CC1=C(CC2C3=C(CCC4=C2C=CC=C4)C=CC=C3)C=CC=C1 (5-(2-Methyl-benzyl)-10,11-dihydro-5H-dibenzo[a,d]cycloheptene). Reaction SMILES: [CH3:1][C:2]1[CH:23]=[CH:22][CH:21]=[CH:20][C:3]=1[CH:4]=[C:5]1[C:11]2[CH:12]=[CH:13][CH:14]=[CH:15][C:10]=2[CH2:9][CH2:8][C:7]2[CH:16]=[CH:17][CH:18]=[CH:19][C:6]1=2.C(OCC)(=O)C.[H][H]>C(O)C.[Pd]>[CH3:1][C:2]1[CH:23]=[CH:22][CH:21]=[CH:20][C:3]=1[CH2:4][CH:5]1[C:6]2[CH:19]=[CH:18][CH:17]=[CH:16][C:7]=2[CH2:8][CH2:9][C:10]2[CH:15]=[CH:14][CH:13]=[CH:12][C:11]1=2. Procedure details: Add the 5-(2-methyl-benzylidene)-10,11-dihydro-5H-dibenzo [a,d]cycloheptene (0.19 g, 0.64 mmol) to a mixture of 10% Pd/C (0.075 g) suspended in absolute ethanol (4.0 mL) and ethyl acetate (2.0 mL) and hydrogenate under a balloon of hydrogen at room temperature and pressure. Stir for 17 h, remove the catalyst via filtration through a pad of Celite, evaporate the filtrate and pass through a plug of silica gel equilibrated with hexanes. Concentrate the filtrate to give the title product: MS (m/e) 2...